This data is from the Open Reaction Database (ORD), a public repository of structured organic reaction records. The task is: describe an organic reaction: reactants, conditions, products, and yield Starting materials: polyphosphoric acid, C(C)OC(CSC1=C(C=CC=C1)Br)OCC (2-(2-bromophenylthio) acetaldehyde diethyl acetal). Solvent: ClC1=CC=CC=C1 (Chlorobenzene), ClC1=CC=CC=C1 (chlorobenzene). Product: BrC1=CC=CC2=C1SC=C2 (7-bromobenzo(b)thiophene). The yield is 93.2%. As a reaction SMILES: C(O[CH:4](OCC)[CH2:5][S:6][C:7]1[CH:12]=[CH:11][CH:10]=[CH:9][C:8]=1[Br:13])C>ClC1C=CC=CC=1>[Br:13][C:8]1[C:7]2[S:6][CH:5]=[CH:4][C:12]=2[CH:11]=[CH:10][CH:9]=1. Procedure: Chlorobenzene (100 mL) and polyphosphoric acid (30.4 g, PPA) were combined and heated to reflux. The 2-(2-bromophenylthio) acetaldehyde diethyl acetal (13.7 g, 44.88 mmol, Scheme I, step A above) dissolved in chlorobenzene (20 mL) was added dropwise to the refluxing mixture over 20 minutes. The reaction was refluxed for 4 hours and then cooled. The solvent was decanted from the residue and toluene (2×50 mL) was added to the residue, stirred and decanted. The chlorobenzene/toluene extracts were c...